From a dataset of the Open Reaction Database (ORD), a public repository of structured organic reaction records. describe an organic reaction: reactants, conditions, products, and yield The reactants are N(C(=O)C)C1=C(C=CC2=CC(=CC=C12)S(=O)(=O)O)O (1-acetamino-2-hydroxy-naphthalene-6-sulphonic acid), C(C)Cl (ethyl chloride), C([O-])([O-])=O.[K+].[K+] (potassium carbonate), [OH-].[K+] (potassium hydroxide). Solvent: C(C)O (ethanol). Conditions: temperature 120 celsius, time 2 hour. Yields the product NC1=C(C=CC2=CC(=CC=C12)S(=O)(=O)O)OCC (1-amino-2-ethoxy-naphthalene-6-sulphonic acid). Yield: 113.9%. As a reaction SMILES: [NH:1]([C:5]1[C:14]2[C:9](=[CH:10][C:11]([S:15]([OH:18])(=[O:17])=[O:16])=[CH:12][CH:13]=2)[CH:8]=[CH:7][C:6]=1[OH:19])C(C)=O.C(=O)([O-])[O-].[K+].[K+].[OH-].[K+].[CH2:28](Cl)[CH3:29]>C(O)C>[NH2:1][C:5]1[C:14]2[C:9](=[CH:10][C:11]([S:15]([OH:18])(=[O:16])=[O:17])=[CH:12][CH:13]=2)[CH:8]=[CH:7][C:6]=1[O:19][CH2:28][CH3:29] |f:1.2.3,4.5|. Reported procedure: 98.1 g of 1-acetamino-2-hydroxy-naphthalene-6-sulphonic acid (71.7% pure=50.4 g of 100% pure=0.25 mol), prepared according to Example 4, are introduced into a 1.3 l autoclave. 34.6 g (0.25 mol) of potassium carbonate suspended in 500 ml of ethanol are added thereto. After heating the mixture to 120° C., 115 ml of 2 N potassium hydroxide solution and 54 ml (74 g=0.75 mol) of ethyl chloride are simultaneously pumped in. The reaction mixture is allowed to cool somewhat, the salt residue is filtered...